Dataset: the Open Reaction Database (ORD), a public repository of structured organic reaction records. Task: describe an organic reaction: reactants, conditions, products, and yield Starting materials: O (water), FC(C=1C=C(C=CC1)N(C(CC1=CC(=CC=C1)F)=O)CC(CC)=O)(F)F (N-(3-trifluoromethylphenyl)-N-(2-oxobutyl)-3-fluorophenylacetamide), [O-]CC.[Na+] (sodium ethoxide). Solvent: C(C)O (ethanol), C(C)O (ethanol). Product: C(C)C1=C(C(N(C1)C1=CC(=CC=C1)C(F)(F)F)=O)C1=CC(=CC=C1)F (4-ethyl-3-(3-fluorophenyl)-1-(3-trifluoromethylphenyl)-3-pyrroline-2-one), crystals. The yield is 82.4%. As a reaction SMILES: [F:1][C:2]([F:26])([F:25])[C:3]1[CH:4]=[C:5]([N:9]([CH2:20][C:21](=O)[CH2:22][CH3:23])[C:10](=[O:19])[CH2:11][C:12]2[CH:17]=[CH:16][CH:15]=[C:14]([F:18])[CH:13]=2)[CH:6]=[CH:7][CH:8]=1.[O-]CC.[Na+].O>C(O)C>[CH2:22]([C:21]1[CH2:20][N:9]([C:5]2[CH:6]=[CH:7][CH:8]=[C:3]([C:2]([F:26])([F:25])[F:1])[CH:4]=2)[C:10](=[O:19])[C:11]=1[C:12]1[CH:17]=[CH:16][CH:15]=[C:14]([F:18])[CH:13]=1)[CH3:23] |f:1.2|. Reported procedure: 2.74 g (7.47 mmol) of N-(3-trifluoromethylphenyl)-N-(2-oxobutyl)-3-fluorophenylacetamide synthesized in the same manner as in Example 3 were dissolved in 30 ml of ethanol, and 0.05 ml of an ethanol solution containing 30% of sodium ethoxide was added thereto at room temperature with stirring. The solution was stirred at the same temperature for 2 hours, and the resultant reaction mixture was then poured into water, followed by extraction with ethyl acetate. Afterward, the resultant organic layer... Reactants: solution, Cl.C[NH+](C)C (trimethyl ammonium hydrochloride), ClCC(=O)O (monochloroacetic acid), CN(C)C (trimethylamine), C[N+](C)(C)CC(=O)O (betaine). The product is ClCC(=O)[O-].C[NH+](C)C (trimethylammoniumchloroacetate). As a reaction SMILES: [CH3:1][N:2]([CH3:4])[CH3:3].C[N+](CC(O)=O)(C)C.Cl.C[NH+](C)C.[Cl:18][CH2:19][C:20]([OH:22])=[O:21]>>[Cl:18][CH2:19][C:20]([O-:22])=[O:21].[CH3:1][NH+:2]([CH3:4])[CH3:3] |f:2.3,5.6|. Procedure: maintaining the reaction solution from step (1) at pH 7.5-10, as necessary, by addition of a molar excess of liquid trimethylamine, to effect the formation of betaine and trimethyl ammonium hydrochloride until substantially all of the monochloroacetic acid has been reacted, leaving a residual amount of trimethylammoniumchloroacetate in the reaction solution; The product is C1=C(C=CC2=CC=CC=C12)OCCCCCCCCO (8-(2-naphthyloxy)-1-octanol). Reaction SMILES: [CH:1]1[C:10]2[C:5](=[CH:6][CH:7]=[CH:8][CH:9]=2)[CH:4]=[CH:3][C:2]=1[OH:11].Cl[CH2:13][CH2:14][CH2:15][CH2:16][CH2:17][CH2:18][CH2:19][CH2:20][OH:21].C(=O)([O-])[O-].[K+].[K+].CN(C)C=O>CCOCC.O>[CH:1]1[C:10]2[C:5](=[CH:6][CH:7]=[CH:8][CH:9]=2)[CH:4]=[CH:3][C:2]=1[O:11][CH2:13][CH2:14][CH2:15][CH2:16][CH2:17][CH2:18][CH2:19][CH2:20][OH:21] |f:2.3.4|. Reactants: C1=C(C=CC2=CC=CC=C12)O (2-naphthol), ClCCCCCCCCO (8-chloro-1-octanol), C([O-])([O-])=O.[K+].[K+] (potassium carbonate), CN(C=O)C (dimethylformamide). Run at time 7 day. The solvent is CCOCC (ether), O (Water). Reported procedure: A mixture of 2-naphthol (28.8 g), 8-chloro-1-octanol (32.8 g), potassium carbonate (40 g) and dimethylformamide (200 ml) was stirred at 60°-65° for 7 days. Water and ether were then added. The a solution was washed with aqueous potassium hydroxide, dried and evaporated. The residue was chromatographed on silica gel, eluting with 95:5 dichloromethane:methanol, and the product so obtained was crystallized from hexane, to give the title compound, mp 67°-9°. Starting materials: O=C1NC(=O)c2cc([N+](=O)[O-])c(Cl)cc21, NC(N)=O, O. Product: Nc1cc2c(cc1[N+](=O)[O-])C(=O)NC2=O. Reaction SMILES: [Cl:1][c:2]1[cH:3][c:4]2[c:8]([cH:9][c:10]1[N+:11](=[O:12])[O-:13])[C:7](=[O:14])[NH:6][C:5]2=[O:15].[NH2:16][C:17](=[O:18])[NH2:19].[OH2:20]>>[c:2]1([NH2:16])[cH:3][c:4]2[c:8]([cH:9][c:10]1[N+:11](=[O:12])[O-:13])[C:7](=[O:14])[NH:6][C:5]2=[O:15].